This data is from the Open Reaction Database (ORD), a public repository of structured organic reaction records. The task is: describe an organic reaction: reactants, conditions, products, and yield Starting materials: OC1=CC(=C2C=C(N(C2=C1)C)C(=O)OCC)C(F)(F)F (ethyl 6-hydroxy-1-methyl-4-trifluoromethyl-2-indolecarboxylate), [H-].[Na+] (sodium hydride), ICCCNC(OC(C)(C)C)=O (tert-butyl N-(3-iodopropyl)carbamate). The solvent is CN(C=O)C (dimethylformamide). The product is C(C)(C)(C)OC(=O)NCCCOC1=CC(=C2C=C(N(C2=C1)C)C(=O)OCC)C(F)(F)F (Ethyl 6-(3-tert-butoxycarbonylaminopropoxy)-1-methyl-4-trifluoromethyl-2-indolecarboxylate). As a reaction SMILES: [OH:1][C:2]1[CH:10]=[C:9]2[C:5]([CH:6]=[C:7]([C:12]([O:14][CH2:15][CH3:16])=[O:13])[N:8]2[CH3:11])=[C:4]([C:17]([F:20])([F:19])[F:18])[CH:3]=1.[H-].[Na+].I[CH2:24][CH2:25][CH2:26][NH:27][C:28](=[O:34])[O:29][C:30]([CH3:33])([CH3:32])[CH3:31]>CN(C)C=O>[C:30]([O:29][C:28]([NH:27][CH2:26][CH2:25][CH2:24][O:1][C:2]1[CH:10]=[C:9]2[C:5]([CH:6]=[C:7]([C:12]([O:14][CH2:15][CH3:16])=[O:13])[N:8]2[CH3:11])=[C:4]([C:17]([F:20])([F:18])[F:19])[CH:3]=1)=[O:34])([CH3:33])([CH3:32])[CH3:31] |f:1.2|. Procedure details: The reaction was carried out in a manner similar to Reference Example 5 except for using 1.00 g (3.48 mmol) of ethyl 6-hydroxy-1-methyl-4-trifluoromethyl-2-indolecarboxylate, 0.14 g (3.48 mmol) of 60% sodium hydride, 0.99 g (3.48 mmol) of tert-butyl N-(3-iodopropyl)carbamate and 40 ml of dimethylformamide. Ethyl 6-(3-tert-butoxycarbonylaminopropoxy)-1-methyl-4-trifluoromethyl-2-indolecarboxylate was thus obtained in an amount of 1.28 g. Starting materials: C1(CCCCC1)CC1N(CCCC1)CCC1=C(NC2=CC=C(C=C12)OC)C (3-[2-(2-cyclohexylmethylpiperidino)ethyl]-5-methoxy-2-methylindole), [H-].[Na+] (sodium hydride), [Na] (sodium), BrC=1C=C(C(=O)Cl)C=CC1F (3-bromo-4-fluorobenzoyl chloride). As a reaction SMILES: [CH:1]1([CH2:7][CH:8]2[CH2:13][CH2:12][CH2:11][CH2:10][N:9]2[CH2:14][CH2:15][C:16]2[C:24]3[C:19](=[CH:20][CH:21]=[C:22]([O:25][CH3:26])[CH:23]=3)[NH:18][C:17]=2[CH3:27])[CH2:6][CH2:5][CH2:4][CH2:3][CH2:2]1.[H-].[Na+].[Na].[Br:31][C:32]1[CH:33]=[C:34]([CH:38]=[CH:39][C:40]=1[F:41])[C:35](Cl)=[O:36]>CN(C=O)C>[Br:31][C:32]1[CH:33]=[C:34]([CH:38]=[CH:39][C:40]=1[F:41])[C:35]([N:18]1[C:19]2[C:24](=[CH:23][C:22]([O:25][CH3:26])=[CH:21][CH:20]=2)[C:16]([CH2:15][CH2:14][N:9]2[CH2:10][CH2:11][CH2:12][CH2:13][CH:8]2[CH2:7][CH:1]2[CH2:6][CH2:5][CH2:4][CH2:3][CH2:2]2)=[C:17]1[CH3:27])=[O:36] |f:1.2,^1:29|. The product is BrC=1C=C(C(=O)N2C(=C(C3=CC(=CC=C23)OC)CCN2C(CCCC2)CC2CCCCC2)C)C=CC1F (1-(3-Bromo-4-fluorobenzoyl)-3-[2-(2-cyclohexylmethylpiperidino)-ethyl]-5-methoxy-2-methylindole). Procedure details: 1-(3-Bromo-4-fluorobenzoyl)-3-[2-(2-cyclohexylmethylpiperidino)-ethyl]-5-methoxy-2-methylindole is prepared by reaction of 3-[2-(2-cyclohexylmethylpiperidino)ethyl]-5-methoxy-2-methylindole with sodium hydride in DMF and reaction of the resulting sodium salt with 3-bromo-4-fluorobenzoyl chloride following the procedure described above in Example 1. Run in CN(C)C=O (DMF). Starting materials: O=C([O-])[O-], CCI, ClCCl, CN(C)C=O, Oc1ccc2c(Cl)cc(Br)nc2c1, [K+], [K+], O. Product: CCOc1ccc2c(Cl)cc(Br)nc2c1. RXN SMILES: [C:14](=[O:15])([O-:16])[O-:17].[CH2:20]([CH3:21])[I:22].[CH2:29]([Cl:30])[Cl:31].[CH3:24][N:25]([CH3:26])[CH:27]=[O:28].[Cl:1][c:2]1[cH:3][c:4]([Br:13])[n:5][c:6]2[cH:7][c:8]([OH:12])[cH:9][cH:10][c:11]12.[K+:18].[K+:19].[OH2:23]>>[Cl:1][c:2]1[cH:3][c:4]([Br:13])[n:5][c:6]2[cH:7][c:8]([O:12][CH2:20][CH3:21])[cH:9][cH:10][c:11]12.